Dataset: the Open Reaction Database (ORD), a public repository of structured organic reaction records. Task: describe an organic reaction: reactants, conditions, products, and yield Starting materials: C([O-])([O-])=O.[Cs+].[Cs+] (cesium carbonate), BrCC(=O)OCC (ethyl bromoacetate), FC1=C(C=CC=C1)C1=CC(=CN1S(=O)(=O)C1=CC(=CC=C1)O)CN(C(OC(C)(C)C)=O)C (tert-butyl ((5-(2-fluorophenyl)-1-((3-hydroxyphenyl)sulfonyl)-1H-pyrrol-3-yl)methyl)(methyl)carbamate). Solvent: CN(C=O)C (N,N-dimethylformamide). Run at time 3 hour. Yields the product C(C)(C)(C)OC(=O)N(C)CC=1C=C(N(C1)S(=O)(=O)C=1C=C(OCC(=O)OCC)C=CC1)C1=C(C=CC=C1)F (ethyl 2-(3-((4-(((tert-butoxycarbonyl)(methyl)amino)methyl)-2-(2-fluorophenyl)-1H-pyrrol-1-yl)sulfonyl)phenoxy)acetate). As a reaction SMILES: [F:1][C:2]1[CH:7]=[CH:6][CH:5]=[CH:4][C:3]=1[C:8]1[N:12]([S:13]([C:16]2[CH:21]=[CH:20][CH:19]=[C:18]([OH:22])[CH:17]=2)(=[O:15])=[O:14])[CH:11]=[C:10]([CH2:23][N:24]([CH3:32])[C:25](=[O:31])[O:26][C:27]([CH3:30])([CH3:29])[CH3:28])[CH:9]=1.C(=O)([O-])[O-].[Cs+].[Cs+].Br[CH2:40][C:41]([O:43][CH2:44][CH3:45])=[O:42]>CN(C)C=O>[C:27]([O:26][C:25]([N:24]([CH2:23][C:10]1[CH:9]=[C:8]([C:3]2[CH:4]=[CH:5][CH:6]=[CH:7][C:2]=2[F:1])[N:12]([S:13]([C:16]2[CH:17]=[C:18]([CH:19]=[CH:20][CH:21]=2)[O:22][CH2:40][C:41]([O:43][CH2:44][CH3:45])=[O:42])(=[O:14])=[O:15])[CH:11]=1)[CH3:32])=[O:31])([CH3:28])([CH3:29])[CH3:30] |f:1.2.3|. Procedure: tert-Butyl ((5-(2-fluorophenyl)-1-((3-hydroxyphenyl)sulfonyl)-1H-pyrrol-3-yl)methyl)(methyl)carbamate 1h (100 mg, 0.22 mmol) was dissolved in 20 mL of N,N-dimethylformamide, followed by addition of cesium carbonate (146 mg, 0.45 mmol) and ethyl bromoacetate (102 mg, 0.67 mmol), and then the reaction solution was stirred for 3 h. The reaction solution was concentrated under reduced pressure, 50 mL of water were added, and the reaction solution was extracted with ethyl acetate (50 mL×3). The organ... Starting materials: N(=O)C=1C(=NC(=NC1OC)N)N (5-nitroso-2,4-diamino-6-methoxypyrimidine), Cl (hydrochloric acid). The reagents and catalysts are [Pd] (palladium on charcoal). Run in C(C)O (ethanol). Reaction conditions: time 16 hour. Yields the product Cl.Cl.COC1=C(C(=NC(=N1)N)N)N (6-Methoxy-2,4,5-pyrimidinetriamine dihydrochloride). Isolated yield 78.9%. RXN SMILES: [N:1]([C:3]1[C:4]([NH2:12])=[N:5][C:6]([NH2:11])=[N:7][C:8]=1[O:9][CH3:10])=O.[ClH:13]>C(O)C.[Pd]>[ClH:13].[ClH:13].[CH3:10][O:9][C:8]1[N:7]=[C:6]([NH2:11])[N:5]=[C:4]([NH2:12])[C:3]=1[NH2:1] |f:4.5.6|. Procedure details: To a solution of 7.60 g (0.045 mol) 5-nitroso-2,4-diamino-6-methoxypyrimidine from step 1.2 in 400 ml ethanol was added 1.5 g (0.04 mol %) palladium on charcoal (5%). The mixture was shaken at room temperature for 16 h under an atmosphere of hydrogen at 1 bar. The reaction mixture was then poured into 80 ml dilute hydrochloric acid (0.23 mol), the catalyst was filtered off and the filtrate was concentrated almost to dryness. The precipitated crystals were filtered off with suction and washed wit...